Dataset: the Open Reaction Database (ORD), a public repository of structured organic reaction records. Task: describe an organic reaction: reactants, conditions, products, and yield The reactants are CC(=O)C.OS(=O)(=O)O.O=[Cr](=O)=O (Jones' reagent), CC1=C(C(=CC(=C1)C)C)C1C(C=CC1=O)O (5-(2,4,6-trimethylphenyl)-4-hydroxycyclopent-2-enone), C(C)(C)O (Isopropanol). The solvent is C(C)(=O)OCC (ethyl acetate), CC(=O)C (acetone). Run at time 1 hour. Product: CC1=C(C(=CC(=C1)C)C)C1C(C=CC1=O)=O (2-(2,4,6-trimethylphenyl)cyclopent-4-ene-1,3-dione). Reaction SMILES: CC(C)=O.OS(O)(=O)=O.O=[Cr](=O)=O.[CH3:14][C:15]1[CH:20]=[C:19]([CH3:21])[CH:18]=[C:17]([CH3:22])[C:16]=1[CH:23]1[C:27](=[O:28])[CH:26]=[CH:25][CH:24]1[OH:29].C(O)(C)C>CC(C)=O.C(OCC)(=O)C>[CH3:14][C:15]1[CH:20]=[C:19]([CH3:21])[CH:18]=[C:17]([CH3:22])[C:16]=1[CH:23]1[C:24](=[O:29])[CH:25]=[CH:26][C:27]1=[O:28] |f:0.1.2|. Procedure: Jones' reagent (138 ml of 1.67 M solution, 230 mmol) is added dropwise over 40 minutes to a cooled (ice-bath) solution of 5-(2,4,6-trimethylphenyl)-4-hydroxycyclopent-2-enone (49.66 g, 230 mmol) in acetone (600 ml). The mixture is stirred for 1 hour. Isopropanol (100 ml) is added and the mixture is stirred at room temperature for 2 hours. The mixture is diluted with ethyl acetate and washed with brine, dried over anhydrous magnesium sulfate, filtered and the filtrate is evaporated under reduced ... Reactants: Cl.ClCCCN1CCN(CC1)C (1-(3-Chloro-propyl)-4-methyl-piperazine hydrochloride), NC1=CC=C(C=C1)O (4-aminophenol), [OH-].[Na+] (sodium hydroxide). Run in CN(C)C=O (DMF). Conditions: time 17 hour. Product: CN1CCN(CC1)CCCOC1=CC=C(C=C1)N (4-[3-(4-Methylpiperazin-1-yl)-propoxy]-phenylamine). Yield: 93.2%. Reaction SMILES: Cl.Cl[CH2:3][CH2:4][CH2:5][N:6]1[CH2:11][CH2:10][N:9]([CH3:12])[CH2:8][CH2:7]1.[NH2:13][C:14]1[CH:19]=[CH:18][C:17]([OH:20])=[CH:16][CH:15]=1.[OH-].[Na+]>CN(C=O)C>[CH3:12][N:9]1[CH2:10][CH2:11][N:6]([CH2:5][CH2:4][CH2:3][O:20][C:17]2[CH:18]=[CH:19][C:14]([NH2:13])=[CH:15][CH:16]=2)[CH2:7][CH2:8]1 |f:0.1,3.4|. Procedure details: 1-(3-Chloro-propyl)-4-methyl-piperazine hydrochloride (1.7 g, 9.6 mmol, 1.2 eq.) is added in one portion to a mixture of 4-aminophenol (893 mg, 8.0 mmol) and finely powdered sodium hydroxide (808 mg, 20 mmol, 2.5 eq.) in DMF (27 ml). The reaction mixture is stirred for 17 h at RT. The resulting dark suspension is filtered. The filtrate is diluted with DCM (200 ml) and washed with brine (2×50 ml). The aqueous layer is back-extracted with DCM. The organic phase is dried (sodium sulfate), filtered ...